This data is from the Open Reaction Database (ORD), a public repository of structured organic reaction records. The task is: describe an organic reaction: reactants, conditions, products, and yield Starting materials: O1C(CN2CCC(CC2)C2=NOC3=C2C=CC(=C3)F)C1 (N-[3-(2,3-epoxy)propyl]-4-(6-fluoro-1,2-benzisoxaz-3-yl)piperidine), C1NCCC2=CC=CC=C12 (1,2,3,4-tetrahydroisoquinoline), C(C)(C)O (isopropyl alcohol), C(\C=C\C(=O)O)(=O)O (fumaric acid). Run in C(C)O (ethanol). Product: C(\C=C\C(=O)O)(=O)O.C(\C=C\C(=O)O)(=O)O.FC1=CC2=C(C(=NO2)C2CCN(CC2)C2N(C(C3=CC=CC=C3C2)CCC)O)C=C1 (3-[4-(6-Fluoro-1,2-benzisoxazol-3-yl)-1-piperidinyl]-2-hydroxy-(1-propyl]-1,2,3,4-tetrahydroisoquinoline difumarate). Reaction SMILES: O1CC1C[N:4]1[CH2:9][CH2:8][CH:7]([C:10]2[C:14]3[CH:15]=[CH:16][C:17]([F:19])=[CH:18][C:13]=3[O:12][N:11]=2)[CH2:6][CH2:5]1.[CH2:21]1[C:30]2[C:25](=[CH:26][CH:27]=[CH:28][CH:29]=2)[CH2:24][CH2:23][NH:22]1.[C:31]([OH:38])(=[O:37])/[CH:32]=[CH:33]/[C:34]([OH:36])=[O:35].[CH:39](O)([CH3:41])[CH3:40]>C(O)C>[C:31]([OH:38])(=[O:37])/[CH:32]=[CH:33]/[C:34]([OH:36])=[O:35].[C:31]([OH:38])(=[O:37])/[CH:32]=[CH:33]/[C:34]([OH:36])=[O:35].[F:19][C:17]1[CH:16]=[CH:15][C:14]2[C:10]([CH:7]3[CH2:6][CH2:5][N:4]([CH:23]4[CH2:24][C:25]5[C:30](=[CH:29][CH:28]=[CH:27][CH:26]=5)[CH:21]([CH2:40][CH2:39][CH3:41])[N:22]4[OH:35])[CH2:9][CH2:8]3)=[N:11][O:12][C:13]=2[CH:18]=1 |f:5.6.7|. Procedure: A mixture of N-[3-(2,3-epoxy)propyl]-4-(6-fluoro-1,2-benzisoxaz-3-yl)piperidine (3.56 g, 12.9 mmol) and 1,2,3,4-tetrahydroisoquinoline (2.06 g, 15.4 mmol) in isopropyl alcohol (150 ml) was heated at reflux for 4 hours. At the end of the reaction, the solvent was removed. The residual oil was purified by flash chromatography over a silica gel column (SiO2, 45 g, eluted with 1% CH3OH: 99% methylene chloride). The product thus purified as a light oil, weighed 4.15 g. The oil was treated with a solu... Reactants: C=CCCCCCCCCO, CCOCC, C#CC(=O)OCC, CN1CCOCC1, N#N. Yields the product C=CCCCCCCCCOC=CC(=O)OCC. Reaction SMILES: [CH2:10]([CH2:11][CH2:12][CH2:13][CH2:14][CH2:15][CH2:16][CH2:17][CH:18]=[CH2:19])[OH:20].[CH2:28]([O:29][CH2:30][CH3:31])[CH3:32].[CH2:3]([CH3:4])[O:5][C:6]([C:7]#[CH:8])=[O:9].[CH3:21][N:22]1[CH2:23][CH2:24][O:25][CH2:26][CH2:27]1.[N:1]#[N:2]>>[CH2:3]([CH3:4])[O:5][C:6]([CH:7]=[CH:8][O:20][CH2:10][CH2:11][CH2:12][CH2:13][CH2:14][CH2:15][CH2:16][CH2:17][CH:18]=[CH2:19])=[O:9]. The reactants are C1(CCCC1)OC=1C=C(C(=O)O)C=CC1SC (3-Cyclopentyloxy-4-(methylthio)benzoic acid), S(=O)(Cl)Cl (thionyl chloride). Run in C1(=CC=CC=C1)C (toluene). Yields the product C1(CCCC1)OC=1C=C(C(=O)Cl)C=CC1SC (3-cyclopentyloxy-4-(methylthio)benzoyl chloride). Reaction SMILES: [CH:1]1([O:6][C:7]2[CH:8]=[C:9]([CH:13]=[CH:14][C:15]=2[S:16][CH3:17])[C:10](O)=[O:11])[CH2:5][CH2:4][CH2:3][CH2:2]1.S(Cl)([Cl:20])=O>C1(C)C=CC=CC=1>[CH:1]1([O:6][C:7]2[CH:8]=[C:9]([CH:13]=[CH:14][C:15]=2[S:16][CH3:17])[C:10]([Cl:20])=[O:11])[CH2:5][CH2:4][CH2:3][CH2:2]1. Procedure details: 3-Cyclopentyloxy-4-(methylthio)benzoic acid (0.7 g) is dissolved in toluene (20 mL) and heated at 80° C. for 1 hour 30 minutes in the presence of thionyl chloride (5 mL). The reaction mixture is concentrated to give 3-cyclopentyloxy-4-(methylthio)benzoyl chloride (0.76 g), in the form of a yellow oil. Starting materials: C1OC23[C@]4(C)[C@@H](CC2(OCCO3)OC1)[C@@H]1C\C(\C3CCCC[C@]3(C)[C@H]1CC4)=N/OCC (17,17-bis(ethylendioxy)-6(E)-ethoxyiminoandrostane), C(#N)[C@H]1C[C@H]2[C@@H]3CCC([C@@]3(C)CC[C@@H]2[C@]2(CCC(CC12)=O)C)=O (6α-cyanoandrostane-3,17-dione). The product is C(C)O\N=C\1/C[C@H]2[C@@H]3CCC([C@@]3(C)CC[C@@H]2[C@]2(CCC(CC12)=O)C)=O (6(E)-Ethoxyiminoandrostane-3,17-dione). The yield is 100.0%. RXN SMILES: C1CO[C:8]23OCCO[C:3]2([C@:4]2([CH2:27][CH2:26][C@H:25]4[C@@H:15]([CH2:16]/[C:17](=[N:28]\[O:29][CH2:30][CH3:31])/[CH:18]5[C@:23]4([CH3:24])[CH2:22][CH2:21][CH2:20][CH2:19]5)[C@@H:6]2[CH2:7]3)[CH3:5])[O:2]1.C([C@@H]1C2[C@](C)(CCC(=[O:52])C2)[C@@H]2[C@H]([C@H]3[C@@](CC2)(C)C(=O)CC3)C1)#N>>[CH2:30]([O:29]/[N:28]=[C:17]1\[CH2:16][C@@H:15]2[C@@H:25]([C@:23]3([CH3:24])[CH:18]\1[CH2:19][C:20](=[O:52])[CH2:21][CH2:22]3)[CH2:26][CH2:27][C@@:4]1([CH3:5])[C@H:6]2[CH2:7][CH2:8][C:3]1=[O:2])[CH3:31]. Procedure details: The title compound II-av was prepared in 100% yield from 3,3:17,17-bis(ethylendioxy)-6(E)-ethoxyiminoandrostane by the procedure described above for the preparation of 6α-cyanoandrostane-3,17-dione (II-ac, Prepn. 3). The combined organic extracts were washed with H2O, dried over Na2SO4 and evaporated to dryness. 1H-NMR (300 MHz, acetone-d6, ppm from TMS): δ 4.03 (2H, q), 3.40 (1H, dd), 2.70-1.12 (19H, m), 1.20 (3H, t), 1.01 (3H, s), 0.87 (3H, s). Starting materials: C(C)(C)(C)OC(=O)N1CC2C(C1)O2 (1-tert-butoxycarbonyl-3.4-epoxypyrrolidine), C[C@H](C1=CC=CC=C1)N ((R)-(+)-α-methylbenzylamine). The solvent is C(C)O (ethanol). Product: C(C)(C)(C)OC(=O)N1C[C@H]([C@@H](C1)O)N[C@H](C)C1=CC=CC=C1 (trans-1-tert-Butoxycarbonyl-4-hydroxy-3-[(1R]-1-phenylethylamino]pyrrolidine). Reaction SMILES: [C:1]([O:5][C:6]([N:8]1[CH2:12][CH:11]2[O:13][CH:10]2[CH2:9]1)=[O:7])([CH3:4])([CH3:3])[CH3:2].[CH3:14][C@@H:15]([NH2:22])[C:16]1[CH:21]=[CH:20][CH:19]=[CH:18][CH:17]=1>C(O)C>[C:1]([O:5][C:6]([N:8]1[CH2:9][C@@H:10]([OH:13])[C@H:11]([NH:22][C@@H:15]([C:16]2[CH:21]=[CH:20][CH:19]=[CH:18][CH:17]=2)[CH3:14])[CH2:12]1)=[O:7])([CH3:2])([CH3:3])[CH3:4]. Procedure: A solution of 29.7 g of 1-tert-butoxycarbonyl-3.4-epoxypyrrolidine and 41 ml of (R)-(+)-α-methylbenzylamine in 250 ml of ethanol was heated under reflux for 16 hours. The solvent was removed under reduced pressure, and a residue was subjected to silica gel column chromatography. From an eluant of a mixture of chloroform and methanol (98:2 by volume.), an oily titled compound weighing 15.3 g was obtained. Reactants: white crystal, C(C)(C)SC=1SC=C(N1)OS(=O)(=O)C (2-isopropylthio-4-methylsulfonyloxy-1,3-thiazole), OO (hydrogen peroxide), O (water), [OH-].[Na+] (sodium hydroxide). Solvent: C(C)(=O)O (acetic acid). Conditions: time 2 hour. Yields the product C(C)(C)S(=O)(=O)C=1SC=C(N1)OS(=O)(=O)C (2-isopropylsulfonyl-4-methylsulfonyloxy-1,3-thiazole). The yield is 88.7%. As a reaction SMILES: [CH:1]([S:4][C:5]1[S:6][CH:7]=[C:8]([O:10][S:11]([CH3:14])(=[O:13])=[O:12])[N:9]=1)([CH3:3])[CH3:2].OO.[OH2:17].[OH-:18].[Na+]>C(O)(=O)C>[CH:1]([S:4]([C:5]1[S:6][CH:7]=[C:8]([O:10][S:11]([CH3:14])(=[O:12])=[O:13])[N:9]=1)(=[O:18])=[O:17])([CH3:3])[CH3:2] |f:3.4|. Procedure details: 2.5 g of 2-isopropylthio-4-methylsulfonyloxy-1,3-thiazole was dissolved in 10 ml of acetic acid. 2.9 ml of 35% aqueous hydrogen peroxide was added to the solution and the reaction was continued at 70° to 80° C. for 2 hours. The reaction mixture was poured into cold water and neutralized with 5% aqueous sodium hydroxide. The neutral solution was extracted by ethyl acetate and washed with saturated aqueous solution of common salt, followed by drying over anhydrous sodium sulfate to be concentrated...